Dataset: the Open Reaction Database (ORD), a public repository of structured organic reaction records. Task: describe an organic reaction: reactants, conditions, products, and yield Starting materials: COC(N(CC1=CC(=CC(=C1)C=C)C(F)(F)F)CC1=C(C=CC(=C1)C(F)(F)F)C1=C(C=CC(=C1)C(C)C)OC)=O (methyl{[5′-isopropyl-2′-methoxy-4-(trifluoromethyl)biphenyl-2-yl]methyl}[3-(trifluoromethyl)-5-vinylbenzyl]carbamate). The reagents and catalysts are [Pd] (Pd/C). Run in hexanes, C1CCOC1 (THF), CO (MeOH). Conditions: time 2 hour. Product: COC(N(CC1=C(C=CC(=C1)C(F)(F)F)C1=C(C=CC(=C1)C(C)C)OC)CC1=CC(=CC(=C1)C(F)(F)F)CC)=O (methyl[3-ethyl-5-(trifluoromethyl)benzyl]{[5′-isopropyl-2′-methoxy-4-(trifluoromethyl)biphenyl-2-yl]methyl}carbamate). As a reaction SMILES: [CH3:1][O:2][C:3](=[O:40])[N:4]([CH2:18][C:19]1[CH:24]=[C:23]([C:25]([F:28])([F:27])[F:26])[CH:22]=[CH:21][C:20]=1[C:29]1[CH:34]=[C:33]([CH:35]([CH3:37])[CH3:36])[CH:32]=[CH:31][C:30]=1[O:38][CH3:39])[CH2:5][C:6]1[CH:11]=[C:10]([CH:12]=[CH2:13])[CH:9]=[C:8]([C:14]([F:17])([F:16])[F:15])[CH:7]=1>C1COCC1.CO.[Pd]>[CH3:1][O:2][C:3](=[O:40])[N:4]([CH2:5][C:6]1[CH:7]=[C:8]([C:14]([F:17])([F:16])[F:15])[CH:9]=[C:10]([CH2:12][CH3:13])[CH:11]=1)[CH2:18][C:19]1[CH:24]=[C:23]([C:25]([F:28])([F:27])[F:26])[CH:22]=[CH:21][C:20]=1[C:29]1[CH:34]=[C:33]([CH:35]([CH3:37])[CH3:36])[CH:32]=[CH:31][C:30]=1[O:38][CH3:39]. Procedure details: A solution of methyl{[5′-isopropyl-2′-methoxy-4-(trifluoromethyl)biphenyl-2-yl]methyl}[3-(trifluoromethyl)-5-vinylbenzyl]carbamate (14 mg, 0.025 mmol) (Example 44) and Pd/C (5 mg) in THF (1 mL) and MeOH (500 μL) was placed under hydrogen. The reaction was stirred at room temperature under hydrogen for two hours. The reaction was then diluted with hexanes (25 mL), loaded on a silica gel column, and purified with 20% EtOAc/hexanes to afford methyl[3-ethyl-5-(trifluoromethyl)benzyl]{[5′-isopropyl-2... Starting materials: CC1=CC=C(C=C1)CC(C)=O (4-methylphenylacetone), OC(CN)C1=CC=CC=C1 (2-hydroxy-2-phenylethanamine). Solvent: C1=CC=CC=C1 (benzene). Run at time 2 hour. Yields the product CC1=CC=C(C=C1)CC(C)NCC(C1=CC=CC=C1)O (N-[2-(4-Methylphenyl)-1-methylethyl]-2-hydroxy-2-phenyl ethanamine). Yield: 42.8%. As a reaction SMILES: [CH3:1][C:2]1[CH:7]=[CH:6][C:5]([CH2:8][C:9](=O)[CH3:10])=[CH:4][CH:3]=1.[OH:12][CH:13]([C:16]1[CH:21]=[CH:20][CH:19]=[CH:18][CH:17]=1)[CH2:14][NH2:15]>C1C=CC=CC=1>[CH3:1][C:2]1[CH:7]=[CH:6][C:5]([CH2:8][CH:9]([NH:15][CH2:14][CH:13]([OH:12])[C:16]2[CH:21]=[CH:20][CH:19]=[CH:18][CH:17]=2)[CH3:10])=[CH:4][CH:3]=1. Reported procedure: A mixture of 4-methylphenylacetone (2.7 g) and 2-hydroxy-2-phenylethanamine (2.5 g) was refluxed in benzene (70 ml) under Dean & Stark conditions for 4h. The solvent was removed under reduced pressure, replaced with methanol (100 ml) and cooled in ice during the portionwise addition of sodium borohydride (3.0 g). The solution was stirred for 2 h, the solvent was evaporated under reduced pressure and the residue was partitioned between water (100 ml) and chloroform (100 ml). The organic extract w... RXN SMILES: Cl[C:2]1[C:3]([C:8]2(O)[CH2:13][CH2:12][CH2:11][N:10]([CH3:14])[CH2:9]2)=[N:4][CH:5]=[CH:6][N:7]=1.S(Cl)(Cl)=O.[C:20]([OH:25])(=[O:24])[C:21]([OH:23])=[O:22]>C(OCC)(=O)C>[C:20]([OH:25])(=[O:24])[C:21]([OH:23])=[O:22].[CH3:21][O:22][C:2]1[C:3]([C:8]2[CH2:9][N:10]([CH3:14])[CH2:11][CH2:12][CH:13]=2)=[N:4][CH:5]=[CH:6][N:7]=1 |f:4.5|. Run in C(C)(=O)OCC (ethyl acetate). Procedure: A mixture of 0.32 g of (1) (0.0014 mol) and 10 ml of thionyl chloride was heated to reflux for 1.5 h. The excess thionyl chloride was evaporated, the residue treated with ice-water and made basic with saturated aqueous K2CO3. The mixture was extracted 3× with 25 ml of CH2Cl2, the extracts washed with brine, dried, and the solvent evaporated. The residue was dissolved in 5 ml of methanol and added to 25 ml of methanol that had reacted with 0.35 g of Na (0.015 mol). The reaction was heated to refl... Yields the product C(C(=O)O)(=O)O.COC=1C(=NC=CN1)C=1CN(CCC1)C (3-(3-Methoxypyrazinyl)-1,2,5,6-tetrahydro-1-methylpyridine ethandioate). Reactants: C(C(=O)O)(=O)O (oxalic acid), ClC=1C(=NC=CN1)C1(CN(CCC1)C)O (3-(3-Chloropyrazinyl)-1-methyl-3-piperidinol), S(=O)(Cl)Cl (thionyl chloride), Na. Starting materials: NC=1N=CC(=C2C1OC(=C2)Cl)C=2C=NN(C2)C2CCN(CC2)C(C)=O (1-{4-[4-(7-amino-2-chlorofuro[2,3-c]pyridin-4-yl)-1H-pyrazol-1-yl]piperidin-1-yl}ethanone), FC1=CC=C(C2=C1C=NS2)B2OC(C(O2)(C)C)(C)C (4-fluoro-7-(4,4,5,5-tetramethyl-1,3,2-dioxaborolan-2-yl)-1,2-benzothiazole), C([O-])([O-])=O.[K+].[K+] (potassium carbonate), O1CCOCC1 (dioxane). Reagents/catalysts: C=1C=CC(=CC1)[P](C=2C=CC=CC2)(C=3C=CC=CC3)[Pd]([P](C=4C=CC=CC4)(C=5C=CC=CC5)C=6C=CC=CC6)([P](C=7C=CC=CC7)(C=8C=CC=CC8)C=9C=CC=CC9)[P](C=1C=CC=CC1)(C=1C=CC=CC1)C=1C=CC=CC1 (Pd(PPh3)4). The solvent is O (H2O). Product: C(=O)O.C(=O)O.NC=1N=CC(=C2C1OC(=C2)C2=CC=C(C=1C=NSC12)F)C=1C=NN(C1)C1CCN(CC1)C(C)=O (1-(4-{4-[7-amino-2-(4-fluoro-1,2-benzothiazol-7-yl)furo[2,3-c]pyridin-4-yl]-1H-pyrazol-1-yl}piperidin-1-yl)ethanone diformate salt). The yield is 16.0%. Reaction SMILES: [NH2:1][C:2]1[N:3]=[CH:4][C:5]([C:12]2[CH:13]=[N:14][N:15]([CH:17]3[CH2:22][CH2:21][N:20]([C:23](=[O:25])[CH3:24])[CH2:19][CH2:18]3)[CH:16]=2)=[C:6]2[CH:10]=[C:9](Cl)[O:8][C:7]=12.[F:26][C:27]1[C:32]2[CH:33]=[N:34][S:35][C:31]=2[C:30](B2OC(C)(C)C(C)(C)O2)=[CH:29][CH:28]=1.[C:45](=O)([O-:47])[O-:46].[K+].[K+].O1CCOCC1>C1C=CC([P]([Pd]([P](C2C=CC=CC=2)(C2C=CC=CC=2)C2C=CC=CC=2)([P](C2C=CC=CC=2)(C2C=CC=CC=2)C2C=CC=CC=2)[P](C2C=CC=CC=2)(C2C=CC=CC=2)C2C=CC=CC=2)(C2C=CC=CC=2)C2C=CC=CC=2)=CC=1.O>[CH:45]([OH:47])=[O:46].[CH:45]([OH:47])=[O:46].[NH2:1][C:2]1[N:3]=[CH:4][C:5]([C:12]2[CH:13]=[N:14][N:15]([CH:17]3[CH2:22][CH2:21][N:20]([C:23](=[O:25])[CH3:24])[CH2:19][CH2:18]3)[CH:16]=2)=[C:6]2[CH:10]=[C:9]([C:30]3[C:31]4[S:35][N:34]=[CH:33][C:32]=4[C:27]([F:26])=[CH:28][CH:29]=3)[O:8][C:7]=12 |f:2.3.4,8.9.10,^1:60,62,81,100|. Reported procedure: A mixture of 1-{4-[4-(7-amino-2-chlorofuro[2,3-c]pyridin-4-yl)-1H-pyrazol-1-yl]piperidin-1-yl}ethanone (15.0 mg, 0.0417 mmol), 4-fluoro-7-(4,4,5,5-tetramethyl-1,3,2-dioxaborolan-2-yl)-1,2-benzothiazole (23.3 mg, 0.0824 mmol), Pd(PPh3)4 (4.82 mg, 0.00417 mmol), potassium carbonate (17.3 mg, 0.125 mmol) and 4:1 dioxane:H2O (1 mL) was heated in a microwave reactor at 110° C. for 40 min. The crude reaction mixture was purified by preparative HPLC to afford 3.8 mg (19%) the title compound as a yellow... The reactants are C([O-])([O-])=O.[Na+].[Na+] (sodium carbonate), C(CCCCCCC)C1OC2=C(O1)C=CC(=C2)B(O)O (2-octyl-benzo[1,3]dioxole-5-boronic acid), BrC=1C=CC(=NC1)OCCCCCCCC (5-bromo-2-octyloxypyridine), C1(=CC=CC=C1)C (toluene). Reagents/catalysts: C1=CC=C(C=C1)P(C2=CC=CC=C2)C3=CC=CC=C3.C1=CC=C(C=C1)P(C2=CC=CC=C2)C3=CC=CC=C3.C1=CC=C(C=C1)P(C2=CC=CC=C2)C3=CC=CC=C3.C1=CC=C(C=C1)P(C2=CC=CC=C2)C3=CC=CC=C3.[Pd] (tetrakis(triphenylphosphine)palladium(O)). The solvent is O (water), C(C)O (ethanol). The product is C(CCCCCCC)C1OC2=C(O1)C=CC(=C2)C=2C=CC(=NC2)OCCCCCCCC (5-(2-Octyl-benzo[1,3]dioxol-5-yl)-2-octyloxypyridine). As a reaction SMILES: [CH2:1]([CH:9]1[O:13][C:12]2[CH:14]=[CH:15][C:16](B(O)O)=[CH:17][C:11]=2[O:10]1)[CH2:2][CH2:3][CH2:4][CH2:5][CH2:6][CH2:7][CH3:8].Br[C:22]1[CH:23]=[CH:24][C:25]([O:28][CH2:29][CH2:30][CH2:31][CH2:32][CH2:33][CH2:34][CH2:35][CH3:36])=[N:26][CH:27]=1.C1(C)C=CC=CC=1.C(=O)([O-])[O-].[Na+].[Na+]>C1C=CC(P(C2C=CC=CC=2)C2C=CC=CC=2)=CC=1.C1C=CC(P(C2C=CC=CC=2)C2C=CC=CC=2)=CC=1.C1C=CC(P(C2C=CC=CC=2)C2C=CC=CC=2)=CC=1.C1C=CC(P(C2C=CC=CC=2)C2C=CC=CC=2)=CC=1.[Pd].O.C(O)C>[CH2:1]([CH:9]1[O:13][C:12]2[CH:14]=[CH:15][C:16]([C:22]3[CH:23]=[CH:24][C:25]([O:28][CH2:29][CH2:30][CH2:31][CH2:32][CH2:33][CH2:34][CH2:35][CH3:36])=[N:26][CH:27]=3)=[CH:17][C:11]=2[O:10]1)[CH2:2][CH2:3][CH2:4][CH2:5][CH2:6][CH2:7][CH3:8] |f:3.4.5,6.7.8.9.10|. Procedure: 5 mmol of 2-octyl-benzo[1,3]dioxole-5-boronic acid and 5 mmol of 5-bromo-2-octyloxypyridine are introduced into a mixture of 30 ml of toluene, 15 ml of ethanol and 15 ml of water. 0.05 mmol of tetrakis(triphenylphosphine)palladium(O) and 12 mmol of sodium carbonate are added, and the mixture is refluxed for 6 hours. The phases are separated, the aqueous phase is extracted with tert-butyl methyl ether, and the combined organic phases are dried by means of Na2SO4. For further purification, the sub...